This data is from the Open Reaction Database (ORD), a public repository of structured organic reaction records. The task is: describe an organic reaction: reactants, conditions, products, and yield Procedure: The Stille coupled product was prepared according to Procedure E using 2,4,8-trichloro-5-fluoro-3-methylquinoline (0.61 g, 2.306 mmol), 2-(tributylstannyl)-pyridine (0.89 g, 2.42 mmol), palladium tetrakistriphenylphosphine (0.27 g, 0.23 mmol) in toluene (2 mL) to give 4,8-dichloro-5-fluoro-3-methyl-2-(pyridin-2-yl)-quinoline as a white solid. Mass Spectrum (ESI) m/e=307.0 (M+1). The solvent is C1(=CC=CC=C1)C (toluene). Yields the product ClC1=C(C(=NC2=C(C=CC(=C12)F)Cl)C1=NC=CC=C1)C (4,8-dichloro-5-fluoro-3-methyl-2-(pyridin-2-yl)-quinoline). Reaction SMILES: Cl[C:2]1[C:11]([CH3:12])=[C:10]([Cl:13])[C:9]2[C:4](=[C:5]([Cl:15])[CH:6]=[CH:7][C:8]=2[F:14])[N:3]=1.C([Sn](CCCC)(CCCC)[C:21]1[CH:26]=[CH:25][CH:24]=[CH:23][N:22]=1)CCC>C1(C)C=CC=CC=1>[Cl:13][C:10]1[C:9]2[C:4](=[C:5]([Cl:15])[CH:6]=[CH:7][C:8]=2[F:14])[N:3]=[C:2]([C:21]2[CH:26]=[CH:25][CH:24]=[CH:23][N:22]=2)[C:11]=1[CH3:12]. Starting materials: ClC1=NC2=C(C=CC(=C2C(=C1C)Cl)F)Cl (2,4,8-trichloro-5-fluoro-3-methylquinoline), C(CCC)[Sn](C1=NC=CC=C1)(CCCC)CCCC (2-(tributylstannyl)-pyridine), palladium tetrakistriphenylphosphine. The reactants are C(C1=CC=CC=C1)OC1=CC(=C(C=C1)Br)OC (4-(benzyloxy)-1-bromo-2-methoxybenzene), [Cl-].C(C)(C)(C)OC(C[Zn+])=O (2-tert-butoxy-2-oxoethylzinc chloride), CC(C)C1=CC(=C(C(=C1)C(C)C)C2=C(C=CC=C2)P(C3CCCCC3)C4CCCCC4)C(C)C (X-PHOS). Reagents/catalysts: C=1C=CC(=CC1)/C=C/C(=O)/C=C/C2=CC=CC=C2.C=1C=CC(=CC1)/C=C/C(=O)/C=C/C2=CC=CC=C2.C=1C=CC(=CC1)/C=C/C(=O)/C=C/C2=CC=CC=C2.[Pd].[Pd] (Pd2(dba)3). Solvent: C(C)(=O)OCC (ethyl acetate), C1CCOC1 (THF). Run at temperature 60 celsius. The product is C(C1=CC=CC=C1)OC1=CC(=C(C=C1)CC(=O)OC(C)(C)C)OC (tert-butyl [4-(benzyloxy)-2-methoxyphenyl]acetate). Yield: 98.2%. As a reaction SMILES: [CH2:1]([O:8][C:9]1[CH:14]=[CH:13][C:12](Br)=[C:11]([O:16][CH3:17])[CH:10]=1)[C:2]1[CH:7]=[CH:6][CH:5]=[CH:4][CH:3]=1.[Cl-].[C:19]([O:23][C:24](=[O:27])[CH2:25][Zn+])([CH3:22])([CH3:21])[CH3:20].CC(C1C=C(C(C)C)C(C2C=CC=CC=2P(C2CCCCC2)C2CCCCC2)=C(C(C)C)C=1)C>C1COCC1.C(OCC)(=O)C.C1C=CC(/C=C/C(/C=C/C2C=CC=CC=2)=O)=CC=1.C1C=CC(/C=C/C(/C=C/C2C=CC=CC=2)=O)=CC=1.C1C=CC(/C=C/C(/C=C/C2C=CC=CC=2)=O)=CC=1.[Pd].[Pd]>[CH2:1]([O:8][C:9]1[CH:14]=[CH:13][C:12]([CH2:25][C:24]([O:23][C:19]([CH3:22])([CH3:21])[CH3:20])=[O:27])=[C:11]([O:16][CH3:17])[CH:10]=1)[C:2]1[CH:7]=[CH:6][CH:5]=[CH:4][CH:3]=1 |f:1.2,6.7.8.9.10|. Procedure: To a solution of 4-(benzyloxy)-1-bromo-2-methoxybenzene (2.0 g, 6.82 mmol) in THF (20 ml) was added 2-tert-butoxy-2-oxoethylzinc chloride (27.3 ml, 13.64 mmol). Nitrogen gas bubbled through the mixture for 10 min. then Pd2(dba)3 (0.312 g, 0.341 mmol) and X-PHOS (0.325 g, 0.682 mmol) were added and the resulting mixture heated at 60° C. for 30 min. The mixture was cooled, diluted with ethyl acetate (20 mL), washed with aqueous ammonium chloride (saturated, 1×15 mL), dried over MgSO4, filtered and... The reactants are C(C)(=O)O[C@@H]1[C@@]2([C@]3(C=CC(C=C3CC[C@H]2[C@@H]2CC=C([C@@]2(C)C1)SCC)=O)C)F (11β-acetyloxy-17-(ethylthio)-9-fluoroandrosta-1,4,16-triene-3-one), C(CCC)S (n-butanethiol). Run at temperature 10 celsius, time 2 hour. Yields the product C(C)(=O)O[C@@H]1[C@@]2([C@]3(C=CC(C=C3CC[C@H]2[C@@H]2CCC([C@@]2(C)C1)(SCC)SCCCC)=O)C)F (11β-Acetyloxy-17-(butylthio)-17-(ethylthio)-9-fluoroandrosta-1,4-diene-3-one). Yield: 81.8%. Reaction SMILES: [C:1]([O:4][C@H:5]1[CH2:22][C@@:20]2([CH3:21])[C@@H:16]([CH2:17][CH:18]=[C:19]2[S:23][CH2:24][CH3:25])[C@H:15]2[C@@:6]1([F:28])[C@:7]1([CH3:27])[C:12]([CH2:13][CH2:14]2)=[CH:11][C:10](=[O:26])[CH:9]=[CH:8]1)(=[O:3])[CH3:2].[CH2:29]([SH:33])[CH2:30][CH2:31][CH3:32]>>[C:1]([O:4][C@H:5]1[CH2:22][C@@:20]2([CH3:21])[C@@H:16]([CH2:17][CH2:18][C:19]2([S:33][CH2:29][CH2:30][CH2:31][CH3:32])[S:23][CH2:24][CH3:25])[C@H:15]2[C@@:6]1([F:28])[C@:7]1([CH3:27])[C:12]([CH2:13][CH2:14]2)=[CH:11][C:10](=[O:26])[CH:9]=[CH:8]1)(=[O:3])[CH3:2]. Procedure: A solution of 11β-acetyloxy-17-(ethylthio)-9-fluoroandrosta-1,4,16-triene-3-one (700 mg; see example 11c) and n-butanethiol (271 mg) is cooled and stirred in a bath at -40° to -45° C. and distilled boron trifluoride etherate (0.3 ml) is added. After 2.0 hours at -40° to -45° C., the solution is gradually warmed to 10° C. in the course of 1.5 hours. The mixture is then diluted with dichloromethane, washed successively with a saturated sodium bicarbonate solution and brine, dried (MgSO4 anh.) and ... Reactants: N1CCNCC1 (Piperazine), ClC1=NC=NC2=CC=C(C=C12)OC (4-chloro-6-methoxy-quinazoline). The solvent is CN(C)C=O (DMF). Run at time 1 hour. Yields the product COC=1C=C2C(=NC=NC2=CC1)N1CCNCC1 (6-Methoxy-4-piperazin-1-yl-quinazoline). Isolated yield 89.7%. RXN SMILES: [NH:1]1[CH2:6][CH2:5][NH:4][CH2:3][CH2:2]1.Cl[C:8]1[C:17]2[C:12](=[CH:13][CH:14]=[C:15]([O:18][CH3:19])[CH:16]=2)[N:11]=[CH:10][N:9]=1>CN(C=O)C>[CH3:19][O:18][C:15]1[CH:16]=[C:17]2[C:12](=[CH:13][CH:14]=1)[N:11]=[CH:10][N:9]=[C:8]2[N:1]1[CH2:6][CH2:5][NH:4][CH2:3][CH2:2]1. Reported procedure: Piperazine (1.1 g, 12.8 mmol) was added to a solution of 4-chloro-6-methoxy-quinazoline (0.5 g, 2.6 mmol) in DMF (5 mL). The mixture was stirred at rt for 1 h, partitioned between chloroform and aq. ammonia. The org. phase was washed with water, dried over MgSO4 and concentrated. Purification by CC (DCM/MeOH 19:1+0.5% NH4OH) gave the desired intermediate (0.57 g, 91%) as yellow oil.